This data is from the Open Reaction Database (ORD), a public repository of structured organic reaction records. The task is: describe an organic reaction: reactants, conditions, products, and yield Run in CN(C=O)C (N,N-dimethylformamide), O (water). Procedure: A mixture of 3-amino-7-bromo-5-(2,6-difluorophenyl)-1,5-dihydro-4H-pyrazolo[4,3-c]pyridin-4-one obtained in Step G (270 mg), 4,4,4′,4′,5,5,5′,5′-octamethyl-2,2′-bi-1,3,2-dioxaborolane (281 mg), (1,1′-bis(diphenylphosphino)ferrocene)dichloropalladium(II) (29.0 mg), potassium acetate (155 mg) and N,N-dimethylformamide (4.0 mL) was heated with microwave irradiation at 110° C. for 5 hr. The reaction mixture was cooled to room temperature, and 1-methyl-3-iodopyrazole (329 mg), aqueous sodium carbonat... The product is NC1=NNC2=C1C(N(C=C2C2=NN(C=C2)C)C2=C(C=CC=C2F)F)=O (3-amino-5-(2,6-difluorophenyl)-7-(1-methyl-1H-pyrazol-3-yl)-1,5-dihydro-4H-pyrazolo[4,3-c]pyridin-4-one). Conditions: temperature 110 celsius. Reagents/catalysts: C=1C=CC(=CC1)[P](C=2C=CC=CC2)(C=3C=CC=CC3)[Pd]([P](C=4C=CC=CC4)(C=5C=CC=CC5)C=6C=CC=CC6)([P](C=7C=CC=CC7)(C=8C=CC=CC8)C=9C=CC=CC9)[P](C=1C=CC=CC1)(C=1C=CC=CC1)C=1C=CC=CC1 (tetrakis(triphenylphosphine)palladium(0)). As a reaction SMILES: [NH2:1][C:2]1[C:6]2[C:7](=[O:20])[N:8]([C:12]3[C:17]([F:18])=[CH:16][CH:15]=[CH:14][C:13]=3[F:19])[CH:9]=[C:10](Br)[C:5]=2[NH:4][N:3]=1.CC1(C)C(C)(C)OB(B2OC(C)(C)C(C)(C)O2)O1.C([O-])(=O)C.[K+].[CH3:44][N:45]1[CH:49]=[CH:48][C:47](I)=[N:46]1.C(=O)([O-])[O-].[Na+].[Na+]>C1C=CC([P]([Pd]([P](C2C=CC=CC=2)(C2C=CC=CC=2)C2C=CC=CC=2)([P](C2C=CC=CC=2)(C2C=CC=CC=2)C2C=CC=CC=2)[P](C2C=CC=CC=2)(C2C=CC=CC=2)C2C=CC=CC=2)(C2C=CC=CC=2)C2C=CC=CC=2)=CC=1.O.CN(C)C=O>[NH2:1][C:2]1[C:6]2[C:7](=[O:20])[N:8]([C:12]3[C:17]([F:18])=[CH:16][CH:15]=[CH:14][C:13]=3[F:19])[CH:9]=[C:10]([C:47]3[CH:48]=[CH:49][N:45]([CH3:44])[N:46]=3)[C:5]=2[NH:4][N:3]=1 |f:2.3,5.6.7,^1:60,62,81,100|. The yield is 40.6%. Reactants: NC1=NNC2=C1C(N(C=C2Br)C2=C(C=CC=C2F)F)=O (3-amino-7-bromo-5-(2,6-difluorophenyl)-1,5-dihydro-4H-pyrazolo[4,3-c]pyridin-4-one), CC1(OB(OC1(C)C)B1OC(C(O1)(C)C)(C)C)C (4,4,4′,4′,5,5,5′,5′-octamethyl-2,2′-bi-1,3,2-dioxaborolane), (1,1′-bis(diphenylphosphino)ferrocene)dichloropalladium(II), C(C)(=O)[O-].[K+] (potassium acetate), CN1N=C(C=C1)I (1-methyl-3-iodopyrazole), C([O-])([O-])=O.[Na+].[Na+] (sodium carbonate).